This data is from the Open Reaction Database (ORD), a public repository of structured organic reaction records. The task is: describe an organic reaction: reactants, conditions, products, and yield Reactants: Cn1ccccc1=S, CCO, COc1cccc(CCl)c1. The product is COc1cccc(CSc2cccc[n+]2C)c1, [Cl-]. RXN SMILES: [CH3:11][n:12]1[c:13](=[S:18])[cH:14][cH:15][cH:16][cH:17]1.[CH3:19][CH2:20][OH:21].[CH3:1][O:2][c:3]1[cH:4][c:5]([CH2:6][Cl:7])[cH:8][cH:9][cH:10]1>>[CH3:1][O:2][c:3]1[cH:4][c:5]([CH2:6][S:18][c:13]2[n+:12]([CH3:11])[cH:17][cH:16][cH:15][cH:14]2)[cH:8][cH:9][cH:10]1.[Cl-:7]. The reactants are Cc1ccc(NC(=O)c2ccc(C#N)cc2)cc1NC(=O)c1ccc(CCl)cc1, O=C([O-])[O-], C1COCCN1, CC(C)=O, [K+], [K+]. Product: Cc1ccc(NC(=O)c2ccc(C#N)cc2)cc1NC(=O)c1ccc(CN2CCOCC2)cc1. RXN SMILES: [C:1](#[N:2])[c:3]1[cH:4][cH:5][c:6]([C:7](=[O:8])[NH:9][c:10]2[cH:11][cH:12][c:13]([CH3:27])[c:14]([NH:16][C:17]([c:18]3[cH:19][cH:20][c:21]([CH2:24][Cl:25])[cH:22][cH:23]3)=[O:26])[cH:15]2)[cH:28][cH:29]1.[C:36](=[O:37])([O-:38])[O-:39].[CH2:30]1[CH2:31][O:32][CH2:33][CH2:34][NH:35]1.[CH3:42][C:43](=[O:44])[CH3:45].[K+:40].[K+:41]>>[C:1](#[N:2])[c:3]1[cH:4][cH:5][c:6]([C:7](=[O:8])[NH:9][c:10]2[cH:11][cH:12][c:13]([CH3:27])[c:14]([NH:16][C:17]([c:18]3[cH:19][cH:20][c:21]([CH2:24][N:35]4[CH2:30][CH2:31][O:32][CH2:33][CH2:34]4)[cH:22][cH:23]3)=[O:26])[cH:15]2)[cH:28][cH:29]1. As a reaction SMILES: [O:1]1[CH:6]=[CH:5][CH2:4][CH2:3][CH2:2]1.C1(C)C(S(O)(=O)=O)=CC=CC=1.N1C=CC=CC=1.[O:24]=[C:25]1[CH2:42][C@@:40]2([CH3:41])[C@@H:36]([CH2:37][CH2:38][C@@H:39]2[OH:43])[C:35]2[CH2:34][CH2:33][C:32]3[CH:31]=[C:30]([O:44][CH3:45])[CH:29]=[CH:28][C:27]=3[C:26]1=2.C(=O)(O)[O-].[Na+]>ClCCl>[CH3:45][O:44][C:30]1[CH:29]=[CH:28][C:27]2[C:26]3[C:25](=[O:24])[CH2:42][C@@:40]4([CH3:41])[C@@H:36]([CH2:37][CH2:38][C@@H:39]4[O:43][CH:6]4[CH2:5][CH2:4][CH2:3][CH2:2][O:1]4)[C:35]=3[CH2:34][CH2:33][C:32]=2[CH:31]=1 |f:1.2,4.5|. Reported procedure: 47 ml of dihydropyran and 0.96 g of pyridine toluenesufonate were added at room temperature to 15.29 g of 11-keto-3-methoxy-estra-1,3,5(10),8-tetraen-17β-ol (1) in 35 ml of dichloromethane, and it was stirred for 2 hours. Then, the reaction solution was shaken several times with saturated sodium bicarbonate solution, washed with water and dried with magnesium sulfate. The solvent was evaporated in a vacuum, and the residue was purified on silica gel (solvent mixture: cyclohexane/ethyl acetate=8/... Yields the product COC1=CC=2CCC=3[C@@H]4CC[C@@H]([C@@]4(C)CC(C3C2C=C1)=O)OC1OCCCC1 (3-methoxy-17β-(tetrahydropyran-2-yloxy)-estra-1,3,5(10),8-tetraen-11-one). Starting materials: C([O-])(O)=O.[Na+] (sodium bicarbonate), O1CCCC=C1 (dihydropyran), C=1(C(=CC=CC1)S(=O)(=O)O)C.N1=CC=CC=C1 (pyridine toluenesufonate), O=C1C=2C=3C=CC(=CC3CCC2[C@@H]2CC[C@@H]([C@@]2(C)C1)O)OC (11-keto-3-methoxy-estra-1,3,5(10),8-tetraen-17β-ol). Run in ClCCl (dichloromethane). Reaction conditions: time 2 hour. Reactants: FC1=CN=C2C(C(NC2=C1)=O)C(C1=CC=CS1)=O (6-fluoro-3-(2-thenoyl)-4-azaoxindole), ClS(=O)(=O)NC=O (N-chlorosulfonyl carboxamide), C(C)#N (acetonitrile), FC1=CN=C2C(C(NC2=C1)=O)C(C1=CC=CS1)=O (6-fluoro-3-(2-thenoyl)-4-azaoxindole), C(=NS(=O)(=O)Cl)=O (N-chlorosulfonyl isocyanate). Run in O (water), CS(=O)C (DMSO). The product is FC1=CN=C2C(C(N(C2=C1)C(=O)N)=O)C(C1=CC=CS1)=O (6-Fluoro-3-(2-thenoyl)-4-azaoxindole-1-carboxamide). Reaction SMILES: [F:1][C:2]1[CH:10]=[C:9]2[C:5]([CH:6]([C:12](=[O:18])[C:13]3[S:17][CH:16]=[CH:15][CH:14]=3)[C:7](=[O:11])[NH:8]2)=[N:4][CH:3]=1.[C:19](=[O:25])=[N:20]S(Cl)(=O)=O.C(#N)C.ClS(NC=O)(=O)=O>CS(C)=O.O>[F:1][C:2]1[CH:10]=[C:9]2[C:5]([CH:6]([C:12](=[O:18])[C:13]3[S:17][CH:16]=[CH:15][CH:14]=3)[C:7](=[O:11])[N:8]2[C:19]([NH2:20])=[O:25])=[N:4][CH:3]=1. Procedure: The title compound was prepared from 6-fluoro-3-(2-thenoyl)-4-azaoxindole (Example 5) according to the procedure of Example 2C, using 6-fluoro-3-(2-thenoyl)-4-azaoxindole (419 mg, 1.60 mmol), N-chlorosulfonyl isocyanate (0.2 mL, 2.3 mmol), and acetonitrile (8 mL). Reaction time: 3 days. The crude N-chlorosulfonyl carboxamide was hydrolysed by stirring in DMSO in a flask open to the air, diluting with water, and collecting the product by filtration. The product was recrystallized from acetic acid... Reactants: CC(C(C(=O)OC)NC(=O)C=1OC(=CN1)C1=CC=C(C=C1)NC(=O)NC1=CC(=CC=C1)C(F)(F)F)C (Methyl 3-methyl-2-(5-(4-(3-(3-(trifluoromethyl)phenyl)ureido)phenyl)oxazole-2-carboxamido)butanoate), aqueous solution, O.[OH-].[Li+] (Lithium hydroxide monohydrate), Cl (HCl). The solvent is C1CCOC1 (THF). Reaction conditions: time 4 hour. Yields the product CC(C(C(=O)O)NC(=O)C=1OC(=CN1)C1=CC=C(C=C1)NC(=O)NC1=CC(=CC=C1)C(F)(F)F)C (3-Methyl-2-(5-(4-(3-(3-(trifluoromethyl)phenyl)ureido)phenyl)oxazole-2-carboxamido)butanoic acid). As a reaction SMILES: [CH3:1][CH:2]([CH3:36])[CH:3]([NH:8][C:9]([C:11]1[O:12][C:13]([C:16]2[CH:21]=[CH:20][C:19]([NH:22][C:23]([NH:25][C:26]3[CH:31]=[CH:30][CH:29]=[C:28]([C:32]([F:35])([F:34])[F:33])[CH:27]=3)=[O:24])=[CH:18][CH:17]=2)=[CH:14][N:15]=1)=[O:10])[C:4]([O:6]C)=[O:5].O.[OH-].[Li+].Cl>C1COCC1>[CH3:1][CH:2]([CH3:36])[CH:3]([NH:8][C:9]([C:11]1[O:12][C:13]([C:16]2[CH:17]=[CH:18][C:19]([NH:22][C:23]([NH:25][C:26]3[CH:31]=[CH:30][CH:29]=[C:28]([C:32]([F:34])([F:33])[F:35])[CH:27]=3)=[O:24])=[CH:20][CH:21]=2)=[CH:14][N:15]=1)=[O:10])[C:4]([OH:6])=[O:5] |f:1.2.3|. Procedure details: To a solution of methyl 3-methyl-2-(5-(4-(3-(3-(trifluoromethyl)phenyl)ureido)phenyl) oxazole-2-carboxamido)butanoate (Example 1, 150 mg) in THF (3 ml) was added 1 M aqueous solution of Lithium hydroxide monohydrate (0.6 ml) and the mixture was stirred for 4 hours at RT. The reaction mixture was acidified with dilute HCl and extracted with EtOAc. The organic layer was separated, dried over Na2SO4, concentrated under reduced pressure and then crystallized in EtOAc to give the title compound. Yiel... The reactants are O=C([O-])O, CCOC(C)=O, O=C(Cl)CCl, [Na+], NNC(=O)c1ccn[nH]1. Yields the product O=C(CCl)NNC(=O)c1ccn[nH]1. RXN SMILES: [C:10](=[O:11])([OH:12])[O-:13].[CH3:20][CH2:21][O:22][C:23]([CH3:24])=[O:25].[Cl:15][CH2:16][C:17](=[O:18])[Cl:19].[Na+:14].[nH:1]1[n:2][cH:3][cH:4][c:5]1[C:6](=[O:7])[NH:8][NH2:9]>>[nH:1]1[n:2][cH:3][cH:4][c:5]1[C:6](=[O:7])[NH:8][NH:9][C:17]([CH2:16][Cl:15])=[O:18]. The reactants are CCCCCC.C(C)(=O)OCC (hexane ethyl acetate), ClC1=CC=C(C=C1)S(=O)(=O)Cl (4-chlorobenzenesulfonyl chloride), C[Si](N1C(CCC1)=O)(C)C (N-trimethylsilyl-2-pyrrolidone), CN(C)C (trimethylamine). Solvent: O1CCCC1 (tetrahydrofuran). Conditions: time 30.5 hour. Yields the product ClC1=CC=C(C=C1)S(=O)(=O)N1C(CCC1)=O (N-(4'-chlorobenzenesulfonyl)-2-pyrrolidone). Isolated yield 56.1%. RXN SMILES: [Cl:1][C:2]1[CH:7]=[CH:6][C:5]([S:8](Cl)(=[O:10])=[O:9])=[CH:4][CH:3]=1.C[Si](C)(C)[N:14]1[CH2:18][CH2:17][CH2:16][C:15]1=[O:19].CN(C)C.CCCCCC.C(OCC)(=O)C>O1CCCC1>[Cl:1][C:2]1[CH:7]=[CH:6][C:5]([S:8]([N:14]2[CH2:18][CH2:17][CH2:16][C:15]2=[O:19])(=[O:10])=[O:9])=[CH:4][CH:3]=1 |f:3.4|. Procedure: To a solution of 8.4 g of 4-chlorobenzenesulfonyl chloride (0.04 mole) and 6.9 g of N-trimethylsilyl-2-pyrrolidone (0.044 mole) in 50 ml of anhydrous tetrahydrofuran was added 0.2 ml of trimethylamine, and the mixture was stirred at the reflux temperature for 30.5 hours. The solvent was removed from the reaction under reduced pressure, and the residue was dissolved in 50 ml of chloroform. After addition of 15 g of silica gel (Wako Gel C-200) to the solution, chloroform was again removed under re...